From a dataset of the Open Reaction Database (ORD), a public repository of structured organic reaction records. describe an organic reaction: reactants, conditions, products, and yield Starting materials: COC(C1=CC(C(=O)N(CCC)C)=CC(=C1)I)=O (5-iodo-N-methyl-N-propyl-isophthalamic acid methyl ester), C(CCC)[Li] (n-butyllithium), P(=O)([O-])([O-])[O-] (phosphate), C1(=CC=CC=C1)P(C1=CC=CC=C1)C1=CC=CC=C1 (triphenyl phosphine), tris(dibenzylidineacetone)dipalladium(0), FC(=COS(=O)(=O)C1=CC=C(C=C1)C)F (toluene-4-sulfonic acid 2,2-difluorovinyl ester). Reagents/catalysts: [Cl-].[Cl-].[CH-]1C=CC=C1.[CH-]1C=CC=C1.[Zr+2] (zirconocene dichloride), [I-].[Zn+2].[I-] (zinc iodide). The solvent is C1CCOC1 (THF), C(C)(=O)OCC (ethyl acetate), C1CCOC1 (THF). Conditions: time 1 hour. Yields the product C(C)OC(C1=CC(C(=O)N(CCC)C)=CC(=C1)C=C(F)F)=O (5-(2,2-Difluorovinyl)-N-methyl-N-propyl-isophthalamic acid ethyl ester). Isolated yield 33.4%. Reaction SMILES: [CH2:1]([Li])CCC.[F:6][C:7]([F:20])=[CH:8]OS(C1C=CC(C)=CC=1)(=O)=O.C1(P(C2C=CC=CC=2)C2C=CC=CC=2)C=CC=CC=1.[CH3:40][O:41][C:42](=[O:57])[C:43]1[CH:55]=[C:54](I)[CH:53]=[C:45]([C:46]([N:48]([CH3:52])[CH2:49][CH2:50][CH3:51])=[O:47])[CH:44]=1.P([O-])([O-])([O-])=O>C1COCC1.[Cl-].[Cl-].[CH-]1C=CC=C1.[CH-]1C=CC=C1.[Zr+2].[I-].[Zn+2].[I-].C(OCC)(=O)C>[CH2:40]([O:41][C:42](=[O:57])[C:43]1[CH:55]=[C:54]([CH:8]=[C:7]([F:20])[F:6])[CH:53]=[C:45]([C:46]([N:48]([CH3:52])[CH2:49][CH2:50][CH3:51])=[O:47])[CH:44]=1)[CH3:1] |f:6.7.8.9.10,11.12.13|. Procedure details: Add n-butyllithium (1.6 M in hexanes, 4.5 mL, 7.4 mmol) dropwise to a mixture of zirconocene dichloride (1.05 g, 3.6 mmol) in dry THF (15 mL) at −78° C. and stir for 1 h. Add a solution of toluene-4-sulfonic acid 2,2-difluorovinyl ester (420 mg, 1.8 mmol) in THF (3.6 mL) dropwise. Stir at −78° C. for 5 min and at room temperature for 3 h. Add triphenyl phosphine (79 mg, 0.3 mmol) and tris(dibenzylidineacetone)dipalladium(0) (34 mg, 0.036 mmol), stir for 10 min, add 5-iodo-N-methyl-N-propyl-isoph... Reactants: NC1CN2CCC1CC2, O=C(O)c1cccc2c1CCCC2. Yields the product O=C(NC1CN2CCC1CC2)c1cccc2c1CCCC2. Reaction SMILES: [NH2:14][CH:15]1[CH2:16][N:17]2[CH2:18][CH2:19][CH:20]1[CH2:21][CH2:22]2.[c:1]1([C:11](=[O:12])[OH:13])[cH:2][cH:3][cH:4][c:5]2[c:10]1[CH2:9][CH2:8][CH2:7][CH2:6]2>>[c:1]1([C:11](=[O:13])[NH:14][CH:15]2[CH2:16][N:17]3[CH2:18][CH2:19][CH:20]2[CH2:21][CH2:22]3)[cH:2][cH:3][cH:4][c:5]2[c:10]1[CH2:9][CH2:8][CH2:7][CH2:6]2. The reactants are COC(=O)c1cc(Br)c(Cl)s1, O=C([O-])[O-], CCn1nccc1B1OC(C)(C)C(C)(C)O1, COCCOC, ClCCl, [K+], [K+], O. Yields the product CCn1nccc1-c1cc(C(=O)OC)sc1Cl. RXN SMILES: [Br:23][c:24]1[cH:25][c:26]([C:30](=[O:31])[O:32][CH3:33])[s:27][c:28]1[Cl:29].[C:17](=[O:18])([O-:19])[O-:20].[CH2:1]([CH3:2])[n:3]1[n:4][cH:5][cH:6][c:7]1[B:8]1[O:9][C:10]([CH3:11])([CH3:12])[C:13]([CH3:14])([CH3:15])[O:16]1.[CH3:34][O:35][CH2:36][CH2:37][O:38][CH3:39].[Cl:41][CH2:42][Cl:43].[K+:21].[K+:22].[OH2:40]>>[CH2:1]([CH3:2])[n:3]1[n:4][cH:5][cH:6][c:7]1-[c:24]1[cH:25][c:26]([C:30](=[O:31])[O:32][CH3:33])[s:27][c:28]1[Cl:29].